This data is from the Open Reaction Database (ORD), a public repository of structured organic reaction records. The task is: describe an organic reaction: reactants, conditions, products, and yield Starting materials: COC(=O)C1(Cl)OC12CCC(C#N)(c1ccc(OC)c3oc4ccccc4c13)CC2, C[O-], CCO, Cl, [Na+], O. Yields the product COc1ccc(C2(C#N)CCC3(CC2)OC3(Cl)C(=O)O)c2c1oc1ccccc12. As a reaction SMILES: [CH3:1][O:2][C:3](=[O:4])[C:5]1([Cl:30])[O:6][C:7]12[CH2:8][CH2:9][C:10]([c:13]1[cH:14][cH:15][c:16]([O:26][CH3:27])[c:17]3[o:18][c:19]4[c:20]([c:21]13)[cH:22][cH:23][cH:24][cH:25]4)([C:28]#[N:29])[CH2:11][CH2:12]2.[CH3:31][O-:32].[CH3:35][CH2:36][OH:37].[ClH:34].[Na+:33].[OH2:38]>>[O:2]=[C:3]([OH:4])[C:5]1([Cl:30])[O:6][C:7]12[CH2:8][CH2:9][C:10]([c:13]1[cH:14][cH:15][c:16]([O:26][CH3:27])[c:17]3[o:18][c:19]4[c:20]([c:21]13)[cH:22][cH:23][cH:24][cH:25]4)([C:28]#[N:29])[CH2:11][CH2:12]2. Reaction SMILES: [F:1][C:2]([F:27])([F:26])[O:3][C:4]([F:25])([F:24])[C:5]([F:23])([F:22])[O:6][C:7]([F:21])([F:20])[C:8]([F:19])([F:18])[C:9]([F:17])([F:16])[CH2:10][O:11][CH2:12][CH2:13][CH2:14]Cl.[CH2:28]([C:37]1[CH:38]=[N:39][C:40]([C:43]2[CH:48]=[CH:47][C:46]([OH:49])=[CH:45][CH:44]=2)=[N:41][CH:42]=1)[CH2:29][CH2:30][CH2:31][CH2:32][CH2:33][CH2:34][CH2:35][CH3:36]>>[CH2:28]([C:37]1[CH:38]=[N:39][C:40]([C:43]2[CH:44]=[CH:45][C:46]([O:49][CH2:14][CH2:13][CH2:12][O:11][CH2:10][C:9]([F:17])([F:16])[C:8]([F:19])([F:18])[C:7]([O:6][C:5]([F:23])([F:22])[C:4]([F:25])([F:24])[O:3][C:2]([F:27])([F:26])[F:1])([F:21])[F:20])=[CH:47][CH:48]=2)=[N:41][CH:42]=1)[CH2:29][CH2:30][CH2:31][CH2:32][CH2:33][CH2:34][CH2:35][CH3:36]. Yields the product C(CCCCCCCC)C=1C=NC(=NC1)C1=CC=C(C=C1)OCCCOCC(C(C(F)(F)OC(C(OC(F)(F)F)(F)F)(F)F)(F)F)(F)F (5-Nonyl-2-[4-(3-(4-(2-(trifluoromethoxy)tetrafluoroethoxy)-2,2,3,3,4,4-hexafluorobutoxy)propoxy)phenyl]pyrimidine). Reported procedure: The title compound was prepared essentially as in Example 1 by combining 3-(4-(2-(trifluoromethoxy)tetrafluoroethoxy)-2,2,3,3,4,4-hexafluorobutoxy)propyl chloride (6.7 g, 14.6 mmol, prepared from 1,3-dicloropropane and 4-(2-(trifluoromethoxy)tetrafluoroethoxy)-2,2,3,3,4,4-hexafluorobutanol) with 5-nonyl-2-(4-hydroxyphenyl)pyrimidine (4.32 g, 14.6 mmol). The resulting crude product was purified by recrystallization from ethanol, Kugelrohr distillation, followed by chromatography on silica, elutin... Starting materials: FC(OC(C(OC(C(C(COCCCCl)(F)F)(F)F)(F)F)(F)F)(F)F)(F)F (3-(4-(2-(trifluoromethoxy)tetrafluoroethoxy)-2,2,3,3,4,4-hexafluorobutoxy)propyl chloride), C(CCCCCCCC)C=1C=NC(=NC1)C1=CC=C(C=C1)O (5-nonyl-2-(4-hydroxyphenyl)pyrimidine). The solvent is O (water). Starting materials: C(O)NC(C=C)=O (N-methylol acrylamide), C(#N)CC(=O)O (cyanoacetic acid), S(O)(O)(=O)=O (sulfuric acid), C(O)NC(C=C)=O (N-methylol acrylamide), C(#N)CC(=O)O (cyanoacetic acid). RXN SMILES: [C:1]([CH2:3][C:4]([OH:6])=[O:5])#[N:2].S(=O)(=O)(O)[OH:8].[CH2:12]([NH:14][C:15](=[O:18])[CH:16]=[CH2:17])O>O>[C:15]([NH:14][CH2:12][CH:3]([C:1]([NH2:2])=[O:8])[C:4]([OH:6])=[O:5])(=[O:18])[CH:16]=[CH2:17]. Reaction conditions: time 1.5 hour. Procedure details: A 500 ml. reactor equipped with mechanical stirrer, nitrogen inlet, condenser, thermometer and addition funnel is charged with 102.0 grams (1.2 equivalents) of cyanoacetic acid and 225.0 grams (2.2 equivalents) of concentrated sulfuric acid. Stirring is begun and nitrogen is blanketed over the stirred solution. The reactor is then placed in a water bath to provide temperature control. Upon dissolution of the cyanoacetic acid, the solution temperature is adjusted to 25° C. and 101.0 grams (0.6 eq... The product is C(C=C)(=O)NCC(C(=O)O)C(=O)N (Acrylamidomethylmalonamic Acid). Reactants: COc1cc2nccc(Oc3ccc(N)c([N+](=O)[O-])c3)c2cc1OC, CCO, Cc1ccccc1C(=O)N=C=S, Cc1ccccc1. The product is COc1cc2nccc(Oc3ccc(NC(=S)NC(=O)c4ccccc4C)c([N+](=O)[O-])c3)c2cc1OC. RXN SMILES: [CH3:1][O:2][c:3]1[cH:4][c:5]2[c:6]([O:15][c:16]3[cH:17][c:18]([N+:23](=[O:24])[O-:25])[c:19]([NH2:20])[cH:21][cH:22]3)[cH:7][cH:8][n:9][c:10]2[cH:11][c:12]1[O:13][CH3:14].[CH3:26][CH2:27][OH:28].[CH3:29][c:30]1[c:31]([C:36](=[O:37])[N:38]=[C:39]=[S:40])[cH:32][cH:33][cH:34][cH:35]1.[CH3:41][c:42]1[cH:43][cH:44][cH:45][cH:46][cH:47]1>>[CH3:1][O:2][c:3]1[cH:4][c:5]2[c:6]([O:15][c:16]3[cH:17][c:18]([N+:23](=[O:24])[O-:25])[c:19]([NH:20][C:39]([NH:38][C:36]([c:31]4[c:30]([CH3:29])[cH:35][cH:34][cH:33][cH:32]4)=[O:37])=[S:40])[cH:21][cH:22]3)[cH:7][cH:8][n:9][c:10]2[cH:11][c:12]1[O:13][CH3:14]. The reactants are O=S(=O)(Cl)c1cccc(Br)c1, C1CCOC1, CN. Product: CNS(=O)(=O)c1cccc(Br)c1. RXN SMILES: [Br:1][c:2]1[cH:3][c:4]([S:8](=[O:9])(=[O:10])[Cl:11])[cH:5][cH:6][cH:7]1.[CH2:14]1[O:15][CH2:16][CH2:17][CH2:18]1.[CH3:12][NH2:13]>>[Br:1][c:2]1[cH:3][c:4]([S:8](=[O:9])(=[O:10])[NH:13][CH3:12])[cH:5][cH:6][cH:7]1. Reactants: solution, Cl (hydrochloric acid), C(C1=CC=CC=C1)N1C(C=2C=CC=C(C2CC1)C(=O)N[C@H]([C@@H](CNC1(CC1)C1=CC(=CC=C1)C(F)(F)F)O)CC1=CC(=CC(=C1)F)F)=O (2-benzyl-N-[(1S,2R)-1-(3,5-difluorobenzyl)-2-hydroxy-3-({1-[3-(trifluoromethyl)phenyl]cyclopropyl}amino)propyl]-1-oxo-1,2,3,4-tetrahydroisoquinoline-5-carboxamide). The solvent is C(C)OCC (ethyl ether), C(C)OCC (ethyl ether). Conditions: time 15 minute. Yields the product Cl.C(C1=CC=CC=C1)N1C(C=2C=CC=C(C2CC1)C(=O)N[C@H]([C@@H](CNC1(CC1)C1=CC(=CC=C1)C(F)(F)F)O)CC1=CC(=CC(=C1)F)F)=O (2-benzyl-N-[(1S,2R)-1-(3,5-difluorobenzyl)-2-hydroxy-3-({1-[3-(trifluoromethyl)phenyl]cyclopropyl}amino)propyl]-1-oxo-1,2,3,4-tetrahydroisoquinoline-5-carboxamide hydrochloride). Reaction SMILES: [CH2:1]([N:8]1[CH2:17][CH2:16][C:15]2[C:14]([C:18]([NH:20][C@@H:21]([CH2:39][C:40]3[CH:45]=[C:44]([F:46])[CH:43]=[C:42]([F:47])[CH:41]=3)[C@H:22]([OH:38])[CH2:23][NH:24][C:25]3([C:28]4[CH:33]=[CH:32][CH:31]=[C:30]([C:34]([F:37])([F:36])[F:35])[CH:29]=4)[CH2:27][CH2:26]3)=[O:19])=[CH:13][CH:12]=[CH:11][C:10]=2[C:9]1=[O:48])[C:2]1[CH:7]=[CH:6][CH:5]=[CH:4][CH:3]=1.[ClH:49]>C(OCC)C>[ClH:49].[CH2:1]([N:8]1[CH2:17][CH2:16][C:15]2[C:14]([C:18]([NH:20][C@@H:21]([CH2:39][C:40]3[CH:41]=[C:42]([F:47])[CH:43]=[C:44]([F:46])[CH:45]=3)[C@H:22]([OH:38])[CH2:23][NH:24][C:25]3([C:28]4[CH:33]=[CH:32][CH:31]=[C:30]([C:34]([F:35])([F:37])[F:36])[CH:29]=4)[CH2:27][CH2:26]3)=[O:19])=[CH:13][CH:12]=[CH:11][C:10]=2[C:9]1=[O:48])[C:2]1[CH:3]=[CH:4][CH:5]=[CH:6][CH:7]=1 |f:3.4|. Reported procedure: At a temperature close to 20° C., 100 mg of 2-benzyl-N-[(1S,2R)-1-(3,5-difluorobenzyl)-2-hydroxy-3-({1-[3-(trifluoromethyl)phenyl]cyclopropyl}amino)propyl]-1-oxo-1,2,3,4-tetrahydroisoquinoline-5-carboxamide are dissolved in 2 cm3 of ethyl ether. Since the product crystallizes, the ethyl ether is removed under reduced pressure (5 kPa). The residue is dissolved at high temperature in ethyl acetate then the solution obtained is cooled to a temperature close to 0° C. and 0.7 cm3 of a 2M solution of ... The reactants are N[C@@H](CSCC1=C(C(=O)OCC2=CC=C(C=C2)[N+](=O)[O-])C=C(C=C1O[Si](C)(C)C(C)(C)C)OC)C(=O)OC (p-nitrobenzyl (R)-2-[[[2-amino-2-methoxycarbonyl-ethyl]thio]methyl]-3-(tert-butyldimethylsilyloxy)-5-methoxybenzoate), CI (methyl iodide). The solvent is C(C)#N (acetonitrile), C(C)(=O)OCC (ethyl acetate). Yields the product COC(=O)[C@H](CSCC1=C(C(=O)OCC2=CC=C(C=C2)[N+](=O)[O-])C=C(C=C1O[Si](C)(C)C(C)(C)C)OC)NC (p-nitrobenzyl (R)-2-[[[2-methoxycarbonyl-2-(methylamino)ethyl]thio]methyl]-3-(tert-butyldimethylsilyloxy)-5-methoxybenzoate). Yield: 26.7%. RXN SMILES: [NH2:1][C@H:2]([C:35]([O:37][CH3:38])=[O:36])[CH2:3][S:4][CH2:5][C:6]1[C:24]([O:25][Si:26]([C:29]([CH3:32])([CH3:31])[CH3:30])([CH3:28])[CH3:27])=[CH:23][C:22]([O:33][CH3:34])=[CH:21][C:7]=1[C:8]([O:10][CH2:11][C:12]1[CH:17]=[CH:16][C:15]([N+:18]([O-:20])=[O:19])=[CH:14][CH:13]=1)=[O:9].[CH3:39]I>C(#N)C.C(OCC)(=O)C>[CH3:38][O:37][C:35]([C@@H:2]([NH:1][CH3:39])[CH2:3][S:4][CH2:5][C:6]1[C:24]([O:25][Si:26]([C:29]([CH3:32])([CH3:31])[CH3:30])([CH3:27])[CH3:28])=[CH:23][C:22]([O:33][CH3:34])=[CH:21][C:7]=1[C:8]([O:10][CH2:11][C:12]1[CH:13]=[CH:14][C:15]([N+:18]([O-:20])=[O:19])=[CH:16][CH:17]=1)=[O:9])=[O:36]. Procedure details: A solution of 1.90 g of p-nitrobenzyl (R)-2-[[[2-amino-2-methoxycarbonyl-ethyl]thio]methyl]-3-(tert-butyldimethylsilyloxy)-5-methoxybenzoate and 0.91 g of methyl iodide in 5 ml of acetonitrile was stirred at room temperature for 3 hours. The solution was diluted with ethyl acetate and washed successively with saturated sodium bicarbonate solution and with brine. The organic layer was dried over sodium sulfate, and the solvent was evaporated in vacuo. The residual oil was chromatographed on silic...